From a dataset of the Open Reaction Database (ORD), a public repository of structured organic reaction records. describe an organic reaction: reactants, conditions, products, and yield Reactants: BrC=1C=NC=CC1 (3-bromopyridine), BrC1=CC=C(C=O)C=C1 (4-bromobenzaldehyde). Product: BrC1=CC=C(C=C1)C(O)C=1C=NC=CC1 ((4-bromophenyl)(pyridin-3-yl)methanol). Reaction SMILES: Br[C:2]1[CH:3]=[N:4][CH:5]=[CH:6][CH:7]=1.[Br:8][C:9]1[CH:16]=[CH:15][C:12]([CH:13]=[O:14])=[CH:11][CH:10]=1>>[Br:8][C:9]1[CH:16]=[CH:15][C:12]([CH:13]([C:2]2[CH:3]=[N:4][CH:5]=[CH:6][CH:7]=2)[OH:14])=[CH:11][CH:10]=1. Procedure details: Using the same protocol as described in example 22, step 1, 3-bromopyridine (482 μL, 5.0 mmol) was added to 4-bromobenzaldehyde (1.018 g, 5.5 mmol). The crude residue was chromatographed on silica gel using 1% NH4OH and 9% MeOH in dichloromethane to afford the title compound. The reactants are ketone, C(CO)O (ethylene glycol), CC=1C=CC(=CC1)S(=O)(=O)O (p-TSA), C1(=CC=CC=C1)C (toluene), [OH-].[Na+] (NaOH), CCOC(=O)C (EtOAc). Run in O (water), CCOCC (Et2O). Conditions: time 2 hour. The product is CC1(OCCO1)CCCCC(=O)O (5-(2-methyl-[1,3]dioxolan-2-yl)-pentanoic acid). RXN SMILES: [CH2:1]([OH:4])[CH2:2][OH:3].C[C:6]1[CH:7]=[CH:8]C(S(O)(=O)=O)=[CH:10][CH:11]=1.C1(C)C=CC=CC=1.[OH-].[Na+].CC[O:27][C:28]([CH3:30])=[O:29]>CCOCC.O>[CH3:10][C:11]1([CH2:6][CH2:7][CH2:8][CH2:30][C:28]([OH:27])=[O:29])[O:4][CH2:1][CH2:2][O:3]1 |f:3.4|. Reported procedure: A mixture of ketone 2-1 (18 g, 105 mmol), ethylene glycol (3.2 ml, 110 mmol), p-TSA (50 mg, 0.2713 mmol) and toluene (300 mL) was heated to reflux with azeotropic removal of water for 24 hours. The reaction mixture was diluted with EtOAc and then washed with sat. NaHCO3, brine, dried (MgSO4), and concentrated. The residue was dissolved in EtOH (200 ml) and then treated with 1N NaOH (120 ml, 120 mmol). After 2 h, the reaction was poured into 600 mL 2:1 Et2O/10% KHSO4. The organic portion was sepa... The reactants are ClCCl, CCOC(=O)c1cn2c3c(c(C(C#N)C(=O)OC(C)(C)C)c(F)cc3c1=O)CCN2C, O=C(O)C(F)(F)F. The product is CCOC(=O)c1cn2c3c(c(CC#N)c(F)cc3c1=O)CCN2C. RXN SMILES: [CH2:39]([Cl:40])[Cl:41].[F:1][c:2]1[c:3]([CH:22]([C:23]([O:24][C:25]([CH3:26])([CH3:27])[CH3:28])=[O:29])[C:30]#[N:31])[c:4]2[c:9]3[n:8]([cH:14][c:13]([C:15](=[O:16])[O:17][CH2:18][CH3:19])[c:12](=[O:20])[c:10]3[cH:11]1)[N:7]([CH3:21])[CH2:6][CH2:5]2.[OH:32][C:33]([C:34]([F:35])([F:36])[F:37])=[O:38]>>[F:1][c:2]1[c:3]([CH2:22][C:30]#[N:31])[c:4]2[c:9]3[n:8]([cH:14][c:13]([C:15](=[O:16])[O:17][CH2:18][CH3:19])[c:12](=[O:20])[c:10]3[cH:11]1)[N:7]([CH3:21])[CH2:6][CH2:5]2. Starting materials: OC=1C=C(C=CC1)C1=CC=C(C=C1)C=C1C(NC(S1)=O)=O (5-(3′-hydroxybiphenyl-4-ylmethylene)thiazolidine-2,4-dione). Run in O1CCOCC1.CO (dioxane methanol). Product: OC=1C=C(C=CC1)C1=CC=C(C=C1)CC1C(NC(S1)=O)=O (5-(3′-Hydroxybiphenyl-4-ylmethyl)-thiazolidine-2,4-dione). Reaction SMILES: [OH:1][C:2]1[CH:3]=[C:4]([C:8]2[CH:13]=[CH:12][C:11]([CH:14]=[C:15]3[S:19][C:18](=[O:20])[NH:17][C:16]3=[O:21])=[CH:10][CH:9]=2)[CH:5]=[CH:6][CH:7]=1>O1CCOCC1.CO>[OH:1][C:2]1[CH:3]=[C:4]([C:8]2[CH:9]=[CH:10][C:11]([CH2:14][CH:15]3[S:19][C:18](=[O:20])[NH:17][C:16]3=[O:21])=[CH:12][CH:13]=2)[CH:5]=[CH:6][CH:7]=1 |f:1.2|. Reported procedure: In a manner similar to that of Example 1(g), starting with 3 g (10.1 mmol) of 5-(3′-hydroxybiphenyl-4-ylmethylene)thiazolidine-2,4-dione in a dioxane/methanol mixture (50/50), and after purification by chromatography on a column of silica eluted with a heptane/ethyl acetate mixture (7/3), 800 mg (27%) of the expected product are obtained. Reactants: O=C1CCC(=O)N1Br, Cc1ccc(C#N)c(Cl)c1, ClC(Cl)(Cl)Cl, CC(C)(C#N)N=NC(C)(C)C#N. Yields the product N#Cc1ccc(CBr)cc1Cl. RXN SMILES: [Br:11][N:12]1[C:13](=[O:14])[CH2:15][CH2:16][C:17]1=[O:18].[Cl:1][c:2]1[c:3]([C:4]#[N:5])[cH:6][cH:7][c:8]([CH3:10])[cH:9]1.[Cl:31][C:32]([Cl:33])([Cl:34])[Cl:35].[N:19]([C:20]([CH3:21])([CH3:22])[C:23]#[N:24])=[N:25][C:26]([CH3:27])([CH3:28])[C:29]#[N:30]>>[Cl:1][c:2]1[c:3]([C:4]#[N:5])[cH:6][cH:7][c:8]([CH2:10][Br:11])[cH:9]1. The reactants are CO (methanol), C1(=CC=CC=C1)S (thiophenol), [K] (potassium), NC=1N=C(C2=C(N1)C=CC(=N2)CBr)N (2,4-diamino-6-(bromomethyl)pyrido[3,2-d]pyrimidine). Run in CC(=O)N(C)C (dimethylacetamide), C(Cl)(Cl)Cl (chloroform). Reaction conditions: time 3 day. Yields the product NC=1N=C(C2=C(N1)C=CC(=N2)CSC2=CC=CC=C2)N (2,4-diamino-6-(phenylthiomethyl)pyrido[3,2-d]pyrimidine). Yield: 0.7%. As a reaction SMILES: [NH2:1][C:2]1[N:3]=[C:4]([NH2:14])[C:5]2[N:11]=[C:10]([CH2:12]Br)[CH:9]=[CH:8][C:6]=2[N:7]=1.[C:15]1([SH:21])[CH:20]=[CH:19][CH:18]=[CH:17][CH:16]=1.[K].CO>CC(N(C)C)=O.C(Cl)(Cl)Cl>[NH2:1][C:2]1[N:3]=[C:4]([NH2:14])[C:5]2[N:11]=[C:10]([CH2:12][S:21][C:15]3[CH:20]=[CH:19][CH:18]=[CH:17][CH:16]=3)[CH:9]=[CH:8][C:6]=2[N:7]=1 |^1:21|. Procedure: To a suspension of 7 (~2.5 mmol) in anhydrous dimethylacetamide was added 1 mL thiophenol (5 mmol) and 690 mg anhydrous potassium (5 mmol). After the suspension was stirred for 3 days, the spot of 7 disappeared from TLC. The Rf value of one of new spots which is assigned as 9 is 0.35 (in 2:8 methanol:chloroform). The solvent DMAC was removed under diminished pressure. The solid residue was washed with methanol three times and filtered. The combined liquid was added silica gel and then the methan... Starting materials: C(=O)NCC(C)(C)C1=CC2=C(N=C(N2)C=2C=NC(=CC2)O)C=C1 (5-(2-formylaminomethylprop-2-yl)-2-(6-hydroxypyridin-3-yl)-benzimidazole), [OH-].[K+] (potassium hydroxide), O (water), CI (methyl iodide), O (water). Solvent: C(C)O (ethanol). Reaction conditions: time 24 hour. The product is C(=O)NCC(C)(C)C1=CC2=C(N=C(N2)C=2C=NC(=CC2)OC)C=C1 (5-(2-Formylaminomethylprop-2-yl)-2-(6-methoxypyridin-3-yl)-benzimidazole). As a reaction SMILES: [CH:1]([NH:3][CH2:4][C:5]([C:8]1[CH:23]=[CH:22][C:11]2[N:12]=[C:13]([C:15]3[CH:16]=[N:17][C:18]([OH:21])=[CH:19][CH:20]=3)[NH:14][C:10]=2[CH:9]=1)([CH3:7])[CH3:6])=[O:2].O.[OH-].[K+].[CH3:27]I>C(O)C>[CH:1]([NH:3][CH2:4][C:5]([C:8]1[CH:23]=[CH:22][C:11]2[N:12]=[C:13]([C:15]3[CH:16]=[N:17][C:18]([O:21][CH3:27])=[CH:19][CH:20]=3)[NH:14][C:10]=2[CH:9]=1)([CH3:7])[CH3:6])=[O:2] |f:2.3|. Reported procedure: To a solution of 3.5 g. of the 5-(2-formylaminomethylprop-2-yl)-2-(6-hydroxypyridin-3-yl)-benzimidazole (prepared in Example 4d) in 20 ml. water and 13.6 ml. 1N potassium hydroxide solution in ethanol is added 0.85 ml. methyl iodide, while cooling with water. After 24 hours, it is filtered off with suction and purified by column chromatography (silica gel, elution agent dichloromethane:methanolic ammonia=20:1 v/v). Appropriate fractions are combined, the solvent is removed in a vacuum and the re... Starting materials: C(C)(C)(C)OC(CN(CC(=O)OC(C)(C)C)C1=C(C=CC=C1)OCC1=CC=CC=C1)=O ([(2-Benzyloxy-phenyl)-tert-butoxycarbonylmethyl-amino]-acetic acid tert-butyl ester), N1=CC=CC=C1 (pyridine), BrBr (bromine). Solvent: C(Cl)Cl (CH2Cl2). Reaction conditions: time 30 minute. Yields the product C(C)(C)(C)OC(CN(CC(=O)OC(C)(C)C)C1=C(C=C(C=C1)Br)OCC1=CC=CC=C1)=O ([(2-Benzyloxy-4-bromo-phenyl)-tert-butoxycarbonylmethyl-amino]-acetic acid tert-butyl ester). Yield: 79.3%. As a reaction SMILES: [C:1]([O:5][C:6](=[O:31])[CH2:7][N:8]([C:17]1[CH:22]=[CH:21][CH:20]=[CH:19][C:18]=1[O:23][CH2:24][C:25]1[CH:30]=[CH:29][CH:28]=[CH:27][CH:26]=1)[CH2:9][C:10]([O:12][C:13]([CH3:16])([CH3:15])[CH3:14])=[O:11])([CH3:4])([CH3:3])[CH3:2].N1C=CC=CC=1.[Br:38]Br>C(Cl)Cl>[C:1]([O:5][C:6](=[O:31])[CH2:7][N:8]([C:17]1[CH:22]=[CH:21][C:20]([Br:38])=[CH:19][C:18]=1[O:23][CH2:24][C:25]1[CH:30]=[CH:29][CH:28]=[CH:27][CH:26]=1)[CH2:9][C:10]([O:12][C:13]([CH3:16])([CH3:15])[CH3:14])=[O:11])([CH3:2])([CH3:3])[CH3:4]. Reported procedure: To a −78° C. solution of [(2-Benzyloxy-phenyl)-tert-butoxycarbonylmethyl-amino]-acetic acid tert-butyl ester (6.3 g, 14.7 mmol) in CH2Cl2 (100 mL) was added pyridine (1.8 mL, 22.1 mmol) followed by bromine (0.91 mL, 17.6 mmol) under an Ar atmosphere. After 30 min, the mixture was allowed to warm to room temperature and then washed with water, 5% sodium bicarbonate, and brine. The organic layer was dried over Na2SO4 and concentrated in vacuo. The crude product was purified by flash column chromat... Reactants: C(CCCCCCCCCCCCC)N(C)C (N-tetradecyl-N,N-dimethylamine), amine, amine, C(C)#N (acetonitrile), C(C=C)Br (allyl bromide). Reaction conditions: temperature 61 celsius. The product is [Br-].C(CCCCCCCCCCCCC)[N+](C)(C)CC=C (N-tetradecyl-N-allyl-N,N-dimethylammonium bromide). RXN SMILES: [CH2:1]([N:15]([CH3:17])[CH3:16])[CH2:2][CH2:3][CH2:4][CH2:5][CH2:6][CH2:7][CH2:8][CH2:9][CH2:10][CH2:11][CH2:12][CH2:13][CH3:14].C(#N)C.[CH2:21]([Br:24])[CH:22]=[CH2:23]>>[Br-:24].[CH2:1]([N+:15]([CH2:23][CH:22]=[CH2:21])([CH3:17])[CH3:16])[CH2:2][CH2:3][CH2:4][CH2:5][CH2:6][CH2:7][CH2:8][CH2:9][CH2:10][CH2:11][CH2:12][CH2:13][CH3:14] |f:3.4|. Procedure details: The procedure is as described in Example 1, but the following are added successively to the flask with stirring: 157.4 g (0.65 mol) of N-tetradecyl-N,N-dimethylamine, 240.0 g (5.85 mol) of acetonitrile and 82.6 g (0.683 mol) of allyl bromide. The contents of the flask warm up without external heating to 61° C. in the course of 20 minutes. The flask is then heated again to 70° C. by means of the external heating and kept at this temperature with stirring for 1 hour and then cooled to room tempera...